From a dataset of the Open Reaction Database (ORD), a public repository of structured organic reaction records. describe an organic reaction: reactants, conditions, products, and yield Reactants: N(N)C1=NC=CC(=C1)C#N (2-hydrazinylpyridine-4-carbonitrile), FC1=C(C=CC(=C1)F)CC(CC(=O)OC)=O (methyl 4-(2,4-difluorophenyl)-3-oxobutanoate). The product is FC1=C(C=CC(=C1)F)CC1=NN(C(=C1)O)C1=NC=CC(=C1)C#N (2-[3-[(2,4-difluorophenyl)methyl]-5-hydroxypyrazol-1-yl]pyridine-4-carbonitrile). RXN SMILES: [NH:1]([C:3]1[CH:8]=[C:7]([C:9]#[N:10])[CH:6]=[CH:5][N:4]=1)[NH2:2].[F:11][C:12]1[CH:17]=[C:16]([F:18])[CH:15]=[CH:14][C:13]=1[CH2:19][C:20](=O)[CH2:21][C:22](OC)=[O:23]>>[F:11][C:12]1[CH:17]=[C:16]([F:18])[CH:15]=[CH:14][C:13]=1[CH2:19][C:20]1[CH:21]=[C:22]([OH:23])[N:1]([C:3]2[CH:8]=[C:7]([C:9]#[N:10])[CH:6]=[CH:5][N:4]=2)[N:2]=1. Reported procedure: The title compound was prepared from 2-hydrazinylpyridine-4-carbonitrile (PREPARATION 2) and methyl 4-(2,4-difluorophenyl)-3-oxobutanoate according to the procedure for the preparation of Example 158, part A. Procedure details: According to the procedure described in the synthesis method of Compound II-15, 2-(2-(4-chlorobenzylcarbamoyl)-1-methylhydrazinyl)acetic acid (Compound VI-7) 78 mg (0.29 mmol) was coupled with tert-butyl (S)-5-amino-6-((benzo[b]thiophen-3-ylmethyl)-((S)-1,1-diethoxypropan-2-yl)amino)-6-oxohexylcarbamate (Compound IV-15) 100 mg (0.19 mmol) to obtain the title compound. The reactants are N[C@@H](CCCCNC(OC(C)(C)C)=O)C(=O)N([C@H](C(OCC)OCC)C)CC=1C2=C(SC1)C=CC=C2 (tert-butyl (S)-5-amino-6-((benzo[b]thiophen-3-ylmethyl)((S)-1,1-diethoxypropan-2-yl)amino)-6-oxohexylcarbamate), Compound II, ClC1=CC=C(CNC(=O)NN(C)CC(=O)O)C=C1 (2-(2-(4-chlorobenzylcarbamoyl)-1-methylhydrazinyl)acetic acid), N[C@@H](CCCCNC(OC(C)(C)C)=O)C(=O)N([C@H](C(OCC)OCC)C)CC=1C2=C(SC1)C=CC=C2 (tert-butyl (S)-5-amino-6-((benzo[b]thiophen-3-ylmethyl)((S)-1,1-diethoxypropan-2-yl)amino)-6-oxohexylcarbamate). RXN SMILES: [Cl:1][C:2]1[CH:18]=[CH:17][C:5]([CH2:6][NH:7][C:8]([NH:10][N:11]([CH2:13][C:14]([OH:16])=O)[CH3:12])=[O:9])=[CH:4][CH:3]=1.[NH2:19][C@H:20]([C:33]([N:35]([CH2:45][C:46]1[C:47]2[CH:54]=[CH:53][CH:52]=[CH:51][C:48]=2[S:49][CH:50]=1)[C@@H:36]([CH3:44])[CH:37]([O:41][CH2:42][CH3:43])[O:38][CH2:39][CH3:40])=[O:34])[CH2:21][CH2:22][CH2:23][CH2:24][NH:25][C:26](=[O:32])[O:27][C:28]([CH3:31])([CH3:30])[CH3:29]>>[S:49]1[CH:50]=[C:46]([CH2:45][N:35]([C@@H:36]([CH3:44])[CH:37]([O:38][CH2:39][CH3:40])[O:41][CH2:42][CH3:43])[C:33](=[O:34])[C@@H:20]([NH:19][C:14](=[O:16])[CH2:13][N:11]([CH3:12])[NH:10][C:8](=[O:9])[NH:7][CH2:6][C:5]2[CH:4]=[CH:3][C:2]([Cl:1])=[CH:18][CH:17]=2)[CH2:21][CH2:22][CH2:23][CH2:24][NH:25][C:26](=[O:32])[O:27][C:28]([CH3:30])([CH3:29])[CH3:31])[C:47]2[CH:54]=[CH:53][CH:52]=[CH:51][C:48]1=2. Yields the product S1C2=C(C(=C1)CN(C([C@H](CCCCNC(OC(C)(C)C)=O)NC(CN(NC(NCC1=CC=C(C=C1)Cl)=O)C)=O)=O)[C@H](C(OCC)OCC)C)C=CC=C2 (tert-butyl (S)-6-((benzo[b]thiophen-3-ylmethyl)((S)-1,1-diethoxypropan-2-yl)amino)-5-(2-(2-(4-chlorobenzylcarbamoyl)-1-methylhydrazinyl)acetamido)-6-oxohexylcarbamate). The reactants are [OH-].[Na+] (sodium hydroxide), COC(CC=1C=C(C=CC1)C1=CC=C(C=C1)C(CC)(C1=CC(=C(C=C1)\C=C\C(CC)(O)CC)C)CC)=O ((4′-{1-ethyl-1-[4-((E)-3-ethyl-3-hydroxy-1-pentenyl)-3-methyl-phenyl]-propyl}-biphenyl-3-yl)-acetic acid methyl ester), [Cl-].[NH4+] (ammonium chloride). The solvent is CO.O1CCCC1 (methanol tetrahydrofuran). Conditions: time 3 day. Yields the product C(C)C(CC)(C1=CC(=C(C=C1)\C=C\C(CC)(O)CC)C)C1=CC=C(C=C1)C1=CC(=CC=C1)CC(=O)O ((4′-{1-ethyl-1-[4-((E)-3-ethyl-3-hydroxy-1-pentenyl)-3-methyl-phenyl]-propyl}-biphenyl-3-yl)-acetic Acid). The yield is 79.2%. Reaction SMILES: [OH-].[Na+].C[O:4][C:5](=[O:39])[CH2:6][C:7]1[CH:8]=[C:9]([C:13]2[CH:18]=[CH:17][C:16]([C:19]([CH2:37][CH3:38])([C:22]3[CH:27]=[CH:26][C:25](/[CH:28]=[CH:29]/[C:30]([CH2:34][CH3:35])([OH:33])[CH2:31][CH3:32])=[C:24]([CH3:36])[CH:23]=3)[CH2:20][CH3:21])=[CH:15][CH:14]=2)[CH:10]=[CH:11][CH:12]=1.[Cl-].[NH4+]>CO.O1CCCC1>[CH2:20]([C:19]([C:16]1[CH:15]=[CH:14][C:13]([C:9]2[CH:10]=[CH:11][CH:12]=[C:7]([CH2:6][C:5]([OH:39])=[O:4])[CH:8]=2)=[CH:18][CH:17]=1)([C:22]1[CH:27]=[CH:26][C:25](/[CH:28]=[CH:29]/[C:30]([CH2:31][CH3:32])([OH:33])[CH2:34][CH3:35])=[C:24]([CH3:36])[CH:23]=1)[CH2:37][CH3:38])[CH3:21] |f:0.1,3.4,5.6|. Procedure details: A 1 N sodium hydroxide aqueous solution (0.185 mL, 0.185 mmol) was added to a solution of (4′-{1-ethyl-1-[4-((E)-3-ethyl-3-hydroxy-1-pentenyl)-3-methyl-phenyl]-propyl}-biphenyl-3-yl)-acetic acid methyl ester (Example 124-(1); 30.8 mg, 0.062 mmol) in methanol-tetrahydrofuran (1:1, 3 mL), and the mixture was stirred at room temperature for three days. The reaction mixture was then poured into a saturated aqueous ammonium chloride solution, followed by extraction with dichloromethane. The organic l... Reactants: [N+](=O)([O-])C=1C=C(CCl)C=C(C1)[N+](=O)[O-] (3,5-Dinitrobenzyl chloride), [Br-].[Na+] (sodium bromide), CC1=NC2=CC=C(C=C2C1(C)C)S(=O)(=O)O (2,3,3-trimethyl-5-sulpho-indole), [K] (potassium). Run in S1(=O)(=O)CCCC1 (sulpholane), CC(=O)C (acetone). Conditions: temperature 100 celsius, time 5 hour. Yields the product [Br-].[N+](=O)([O-])C=1C=C(C[N+]2=C(C(C3=CC(=CC=C23)S(=O)(=O)O)(C)C)C)C=C(C1)[N+](=O)[O-] (1-(3,5-Dinitrobenzyl)-5-sulpho-2,3,3-trimethyl-3H-indolium Bromide). As a reaction SMILES: [N+:1]([C:4]1[CH:5]=[C:6]([CH:9]=[C:10]([N+:12]([O-:14])=[O:13])[CH:11]=1)[CH2:7]Cl)([O-:3])=[O:2].[Br-:15].[Na+].[CH3:17][C:18]1[C:26]([CH3:28])([CH3:27])[C:25]2[C:20](=[CH:21][CH:22]=[C:23]([S:29]([OH:32])(=[O:31])=[O:30])[CH:24]=2)[N:19]=1.[K]>S1(CCCC1)(=O)=O.CC(C)=O>[Br-:15].[N+:1]([C:4]1[CH:5]=[C:6]([CH:9]=[C:10]([N+:12]([O-:14])=[O:13])[CH:11]=1)[CH2:7][N+:19]1[C:20]2[C:25](=[CH:24][C:23]([S:29]([OH:32])(=[O:30])=[O:31])=[CH:22][CH:21]=2)[C:26]([CH3:28])([CH3:27])[C:18]=1[CH3:17])([O-:3])=[O:2] |f:1.2,7.8,^1:32|. Reported procedure: 3,5-Dinitrobenzyl chloride (22.1g, 102 mmol) and sodium bromide (10.5 g, 102 mmol) were added to 2,3,3-trimethyl-5-sulpho-indole, potassium salt (5.0 g, 20.4 mmol) in sulpholane (25 ml). The reaction mixture was stirred at 100° C. for 5 hours. The solution was then cooled to room temperature and acetone (300 ml) was added to the reaction flask. A brown precipitate was formed which was collected by filtration and then purified by reverse phase HPLC. This gave a beige solid which was dried in vacu... Starting materials: ClCCl, COc1ccccc1N1CCNCC1, CCN(C(C)C)C(C)C, Cl, O=CCCCC1CC(c2ccc(F)cc2)=NO1. The product is COc1ccccc1N1CCN(CCCCC2CC(c3ccc(F)cc3)=NO2)CC1. Reaction SMILES: [CH2:42]([Cl:43])[Cl:44].[CH3:19][O:20][c:21]1[c:22]([N:27]2[CH2:28][CH2:29][NH:30][CH2:31][CH2:32]2)[cH:23][cH:24][cH:25][cH:26]1.[CH:33]([N:34]([CH:35]([CH3:36])[CH3:37])[CH2:38][CH3:39])([CH3:40])[CH3:41].[ClH:18].[F:1][c:2]1[cH:3][cH:4][c:5]([C:8]2=[N:9][O:10][CH:11]([CH2:13][CH2:14][CH2:15][CH:16]=[O:17])[CH2:12]2)[cH:6][cH:7]1>>[F:1][c:2]1[cH:3][cH:4][c:5]([C:8]2=[N:9][O:10][CH:11]([CH2:13][CH2:14][CH2:15][CH2:16][N:30]3[CH2:29][CH2:28][N:27]([c:22]4[c:21]([O:20][CH3:19])[cH:26][cH:25][cH:24][cH:23]4)[CH2:32][CH2:31]3)[CH2:12]2)[cH:6][cH:7]1.